Dataset: the Open Reaction Database (ORD), a public repository of structured organic reaction records. Task: describe an organic reaction: reactants, conditions, products, and yield Starting materials: BrCCCOCc1ccccc1, O=C([O-])[O-], CCC(C)=O, [K+], [K+], CC(C)(C)OC(=O)N1CCC(c2ccc(O)cc2)C(O)C1. Product: CC(C)(C)OC(=O)N1CCC(c2ccc(OCCCOCc3ccccc3)cc2)C(O)C1. As a reaction SMILES: [Br:22][CH2:23][CH2:24][CH2:25][O:26][CH2:27][c:28]1[cH:29][cH:30][cH:31][cH:32][cH:33]1.[C:34](=[O:35])([O-:36])[O-:37].[CH3:40][CH2:41][C:42](=[O:43])[CH3:44].[K+:38].[K+:39].[OH:1][CH:2]1[CH2:3][N:4]([C:15](=[O:16])[O:17][C:18]([CH3:19])([CH3:20])[CH3:21])[CH2:5][CH2:6][CH:7]1[c:8]1[cH:9][cH:10][c:11]([OH:14])[cH:12][cH:13]1>>[OH:1][CH:2]1[CH2:3][N:4]([C:15](=[O:16])[O:17][C:18]([CH3:19])([CH3:20])[CH3:21])[CH2:5][CH2:6][CH:7]1[c:8]1[cH:9][cH:10][c:11]([O:14][CH2:23][CH2:24][CH2:25][O:26][CH2:27][c:28]2[cH:29][cH:30][cH:31][cH:32][cH:33]2)[cH:12][cH:13]1. Starting materials: BrCCN1C(CCCC1)=O (1-(2-bromoethyl)piperidin-2-one), Cl.ClC1=CC=C(C=C1)NN (4-chlorophenylhydrazine hydrochloride), CN1CCC(CC1)=O (N-methyl-4-piperidone). Run in C(C)N(CC)CC (triethylamine). The product is ClC1=CC=2C3=C(N(C2C=C1)CCN1C(CCCC1)=O)CCN(C3)C (1-(2-(8-chloro-1,2,3,4-tetrahydro-2-methylpyrido[4,3-b]indol-5-yl)ethyl)piperidin-2-one). RXN SMILES: Br[CH2:2][CH2:3][N:4]1[CH2:9][CH2:8][CH2:7][CH2:6][C:5]1=[O:10].Cl.[Cl:12][C:13]1[CH:18]=[CH:17][C:16]([NH:19]N)=[CH:15][CH:14]=1.[CH3:21][N:22]1[CH2:27][CH2:26][C:25](=O)[CH2:24][CH2:23]1>C(N(CC)CC)C>[Cl:12][C:13]1[CH:18]=[CH:17][C:16]2[N:19]([CH2:2][CH2:3][N:4]3[CH2:9][CH2:8][CH2:7][CH2:6][C:5]3=[O:10])[C:25]3[CH2:26][CH2:27][N:22]([CH3:21])[CH2:23][C:24]=3[C:15]=2[CH:14]=1 |f:1.2|. Reported procedure: The title compound is prepared by following Method 8 by using 1-(2-bromoethyl)piperidin-2-one, 4-chlorophenylhydrazine hydrochloride, triethylamine and N-methyl-4-piperidone Starting materials: C(=O)(O)C1=C(C(N(C=C1)C)=O)O (4-Carboxy-1-methyl-3-hydroxy-2(1H)-pyridinone), C(C1=CC=CC=C1)Cl (benzyl chloride), C([O-])([O-])=O.[K+].[K+] (potassium carbonate). Solvent: CN(C=O)C (dimethyl-formamide). The product is C(C1=CC=CC=C1)OC=1C(N(C=CC1C(=O)OCC1=CC=CC=C1)C)=O (3-benzyloxy-4-benzyloxycarbonyl-1-methyl-2(1H)-pyridinone). RXN SMILES: [C:1]([C:4]1[CH:9]=[CH:8][N:7]([CH3:10])[C:6](=[O:11])[C:5]=1[OH:12])([OH:3])=[O:2].[CH2:13](Cl)[C:14]1[CH:19]=[CH:18][CH:17]=[CH:16][CH:15]=1.C(=O)([O-])[O-].[K+].[K+]>CN(C)C=O>[CH2:13]([O:12][C:5]1[C:6](=[O:11])[N:7]([CH3:10])[CH:8]=[CH:9][C:4]=1[C:1]([O:3][CH2:13][C:14]1[CH:19]=[CH:18][CH:17]=[CH:16][CH:15]=1)=[O:2])[C:14]1[CH:19]=[CH:18][CH:17]=[CH:16][CH:15]=1 |f:2.3.4|. Procedure: 4-Carboxy-1-methyl-3-hydroxy-2(1H)-pyridinone (6.8 g, 0.04 mol) is mixed with benzyl chloride (12.1 g, 0.088 mol), anhydrous potassium carbonate (13.8 g, 0.1 mol) in anhydrous dimethyl-formamide (DMF) (120 mL). The mixture is heated at 75°-80° C. under N2 in darkness for 16 hours. The reaction mixture is filtered and rotary evaporated to yield a dark oil, which is purified by a silica gel plug as mentioned in 1-methyl-3-hydroxy-2(1H)-pyridinone to give the 3-benzyloxy-4-benzyloxycarbonyl-1-methy...